From a dataset of the Open Reaction Database (ORD), a public repository of structured organic reaction records. describe an organic reaction: reactants, conditions, products, and yield Starting materials: Cc1cccc(NC2(CO)CCN(Cc3ccccc3)CC2)c1, CO, Cl. The product is Cl, Cc1cccc(NC2(CO)CCNCC2)c1. RXN SMILES: [CH2:1]([c:2]1[cH:3][cH:4][cH:5][cH:6][cH:7]1)[N:8]1[CH2:9][CH2:10][C:11]([NH:14][c:15]2[cH:16][c:17]([CH3:21])[cH:18][cH:19][cH:20]2)([CH2:22][OH:23])[CH2:12][CH2:13]1.[CH3:25][OH:26].[ClH:24]>>[ClH:24].[NH:8]1[CH2:9][CH2:10][C:11]([NH:14][c:15]2[cH:16][c:17]([CH3:21])[cH:18][cH:19][cH:20]2)([CH2:22][OH:23])[CH2:12][CH2:13]1. Reactants: CC(C)C(NC(=O)Cn1c(-c2cccs2)ncc(NC(=O)OCc2ccccc2)c1=O)C(=O)C(F)(F)F, COc1ccccc1, ClCCl, O=S(=O)(O)C(F)(F)F. Yields the product CC(C)C(NC(=O)Cn1c(-c2cccs2)ncc(N)c1=O)C(=O)C(F)(F)F. As a reaction SMILES: [CH2:1]([O:2][C:3](=[O:4])[NH:11][c:12]1[cH:13][n:14][c:15](-[c:33]2[s:34][cH:35][cH:36][cH:37]2)[n:16]([CH2:19][C:20](=[O:21])[NH:22][CH:23]([C:24]([C:25]([F:26])([F:27])[F:28])=[O:29])[CH:30]([CH3:31])[CH3:32])[c:17]1=[O:18])[c:5]1[cH:6][cH:7][cH:8][cH:9][cH:10]1.[CH3:49][O:50][c:51]1[cH:52][cH:53][cH:54][cH:55][cH:56]1.[Cl:46][CH2:47][Cl:48].[OH:38][S:39]([C:40]([F:41])([F:42])[F:43])(=[O:44])=[O:45]>>[NH2:11][c:12]1[cH:13][n:14][c:15](-[c:33]2[s:34][cH:35][cH:36][cH:37]2)[n:16]([CH2:19][C:20](=[O:21])[NH:22][CH:23]([C:24]([C:25]([F:26])([F:27])[F:28])=[O:29])[CH:30]([CH3:31])[CH3:32])[c:17]1=[O:18]. Reactants: CCOC(=O)C(=O)c1ccc(Cl)s1, CO, Cl, [Na+], [OH-], O. The product is O=C(O)C(=O)c1ccc(Cl)s1. As a reaction SMILES: [CH2:1]([CH3:2])[O:3][C:4]([C:5](=[O:6])[c:7]1[s:8][c:9]([Cl:12])[cH:10][cH:11]1)=[O:13].[CH3:18][OH:19].[ClH:16].[Na+:15].[OH-:14].[OH2:17]>>[O:3]=[C:4]([C:5](=[O:6])[c:7]1[s:8][c:9]([Cl:12])[cH:10][cH:11]1)[OH:13]. Reactants: C(C1=CC=CC=C1)N1C(=C(C(=C1C(F)(F)F)C)C1=CC=C(C=C1)Cl)C(=O)N1CCSCC1 ((1-benzyl-3-(4-chlorophenyl)-4-methyl-5-(trifluoromethyl)-1H-pyrrol-2-yl)(thiomorpholino)methanone), OOS(=O)[O-].[K+] (oxone). Run in O (H2O), CO (MeOH), O (H2O). Reaction conditions: time 2 hour. The product is C(C1=CC=CC=C1)N1C(=C(C(=C1C(F)(F)F)C)C1=CC=C(C=C1)Cl)C(=O)N1CCS(CC1)=O ([1-Benzyl-3-(4-chlorophenyl)-4-methyl-5-(trifluoromethyl)-1H-pyrrol-2-yl]-(1-oxo-[1,4]thiazinan-4-yl)-methanone). RXN SMILES: [CH2:1]([N:8]1[C:12]([C:13]([F:16])([F:15])[F:14])=[C:11]([CH3:17])[C:10]([C:18]2[CH:23]=[CH:22][C:21]([Cl:24])=[CH:20][CH:19]=2)=[C:9]1[C:25]([N:27]1[CH2:32][CH2:31][S:30][CH2:29][CH2:28]1)=[O:26])[C:2]1[CH:7]=[CH:6][CH:5]=[CH:4][CH:3]=1.[OH:33]OS([O-])=O.[K+]>CO.O>[CH2:1]([N:8]1[C:12]([C:13]([F:15])([F:16])[F:14])=[C:11]([CH3:17])[C:10]([C:18]2[CH:19]=[CH:20][C:21]([Cl:24])=[CH:22][CH:23]=2)=[C:9]1[C:25]([N:27]1[CH2:28][CH2:29][S:30](=[O:33])[CH2:31][CH2:32]1)=[O:26])[C:2]1[CH:3]=[CH:4][CH:5]=[CH:6][CH:7]=1 |f:1.2|. Procedure details: To a suspension of (1-benzyl-3-(4-chlorophenyl)-4-methyl-5-(trifluoromethyl)-1H-pyrrol-2-yl)(thiomorpholino)methanone [for synthesis see SC-26] (131 mg, 0.28 mmol) in MeOH (4 mL) and H2O (1 mL) was added oxone (85 mg, 0.138 mmol). The reaction mixture was stirred at room temperature for 2 h. The reaction mixture was diluted with H2O and extracted with DCM (60 mL). The organic layer was washed with brine, dried (Na2SO4) and purified by flash column chromatography (silica, heptane/EtOAc, 1:1→0:1) ...